From a dataset of the Open Reaction Database (ORD), a public repository of structured organic reaction records. describe an organic reaction: reactants, conditions, products, and yield Starting materials: CN(C)CC1=C(OC=2C=C(C=CC2)CC(=O)OCC)C=CC=C1 (ethyl 3-(2-dimethylaminomethylphenoxy)phenyl-acetate). Solvent: Cl (hydrochloric acid). Run at time 5 hour. The product is CN(C)CC1=C(OC=2C=C(C=CC2)CC(=O)O)C=CC=C1 (3-(2-Dimethylaminomethylphenoxy)-phenylacetic acid). As a reaction SMILES: [CH3:1][N:2]([CH2:4][C:5]1[CH:23]=[CH:22][CH:21]=[CH:20][C:6]=1[O:7][C:8]1[CH:9]=[C:10]([CH2:14][C:15]([O:17]CC)=[O:16])[CH:11]=[CH:12][CH:13]=1)[CH3:3]>Cl>[CH3:1][N:2]([CH2:4][C:5]1[CH:23]=[CH:22][CH:21]=[CH:20][C:6]=1[O:7][C:8]1[CH:9]=[C:10]([CH2:14][C:15]([OH:17])=[O:16])[CH:11]=[CH:12][CH:13]=1)[CH3:3]. Reported procedure: The ethyl 3-(2-dimethylaminomethylphenoxy)phenyl-acetate acid obtained by the preceding reaction is dissolved in 20 ml of 25% hydrochloric acid and heated under reflux with stirring for five hours. The solvent is then distilled off. The residue is taken up in toluene. The solvent is distilled off again to a residue. The residue is triturated with acetone, the product being obtained in crystalline form. The crystals are filtered off with suction, washed with acetone and air-dried. 3-(2-Dimethylam... Starting materials: CCOCCN1CCNCC1, CSC1=NC(=O)C(=Cc2ccc3c(cnn3Cc3ccc(C(F)(F)F)cc3C(F)(F)F)c2)S1. Product: CCOCCN1CCN(C2=NC(=O)C(=Cc3ccc4c(cnn4Cc4ccc(C(F)(F)F)cc4C(F)(F)F)c3)S2)CC1. Reaction SMILES: [CH2:34]([CH3:35])[O:36][CH2:37][CH2:38][N:39]1[CH2:40][CH2:41][NH:42][CH2:43][CH2:44]1.[F:1][C:2]([c:3]1[c:4]([CH2:5][n:6]2[n:7][cH:8][c:9]3[cH:10][c:11]([CH:15]=[C:16]4[C:17](=[O:23])[N:18]=[C:19]([S:21][CH3:22])[S:20]4)[cH:12][cH:13][c:14]23)[cH:24][cH:25][c:26]([C:28]([F:29])([F:30])[F:31])[cH:27]1)([F:32])[F:33]>>[F:1][C:2]([c:3]1[c:4]([CH2:5][n:6]2[n:7][cH:8][c:9]3[cH:10][c:11]([CH:15]=[C:16]4[C:17](=[O:23])[N:18]=[C:19]([N:42]5[CH2:41][CH2:40][N:39]([CH2:38][CH2:37][O:36][CH2:34][CH3:35])[CH2:44][CH2:43]5)[S:20]4)[cH:12][cH:13][c:14]23)[cH:24][cH:25][c:26]([C:28]([F:29])([F:30])[F:31])[cH:27]1)([F:32])[F:33]. Starting materials: CC(=O)O[BH-](OC(C)=O)OC(C)=O, O=C([O-])O, ClCCl, CC(=O)O, CN1CCCC1=O, CC=O, O=C1NC(=O)c2ccc(I)cc2C1=CNc1ccc(N2CCNCC2)nc1, [Na+], [Na+]. Product: CCN1CCN(c2ccc(NC=C3C(=O)NC(=O)c4ccc(I)cc43)cn2)CC1. RXN SMILES: [C:28]([CH3:29])([O:30][BH-:31]([O:32][C:33](=[O:34])[CH3:35])[O:36][C:37](=[O:38])[CH3:39])=[O:40].[C:49](=[O:50])([OH:51])[O-:52].[CH2:61]([Cl:62])[Cl:63].[CH3:45][C:46](=[O:47])[OH:48].[CH3:54][N:55]1[CH2:56][CH2:57][CH2:58][C:59]1=[O:60].[CH:42](=[O:43])[CH3:44].[I:1][c:2]1[cH:3][c:4]2[c:9]([cH:10][cH:11]1)[C:8](=[O:12])[NH:7][C:6](=[O:13])[C:5]2=[CH:14][NH:15][c:16]1[cH:17][n:18][c:19]([N:22]2[CH2:23][CH2:24][NH:25][CH2:26][CH2:27]2)[cH:20][cH:21]1.[Na+:41].[Na+:53]>>[I:1][c:2]1[cH:3][c:4]2[c:9]([cH:10][cH:11]1)[C:8](=[O:12])[NH:7][C:6](=[O:13])[C:5]2=[CH:14][NH:15][c:16]1[cH:17][n:18][c:19]([N:22]2[CH2:23][CH2:24][N:25]([CH2:28][CH3:29])[CH2:26][CH2:27]2)[cH:20][cH:21]1. Reactants: CCOC(C)=O, C1CCCCC1, CN(C)C=O, CI, Cn1cc(C(=S)Nc2ccccc2C2CC3CCC2C3)c(C(F)F)n1, [H-], [Na+], O. Yields the product CSC(=Nc1ccccc1C1CC2CCC1C2)c1cn(C)nc1C(F)F. As a reaction SMILES: [C:36]([O:37][CH2:38][CH3:39])(=[O:40])[CH3:41].[CH2:42]1[CH2:43][CH2:44][CH2:45][CH2:46][CH2:47]1.[CH3:31][N:32]([CH3:33])[CH:34]=[O:35].[CH3:3][I:4].[CH:5]12[CH:6]([c:12]3[c:13]([NH:18][C:19](=[S:20])[c:21]4[c:22]([CH:27]([F:28])[F:29])[n:23][n:24]([CH3:26])[cH:25]4)[cH:14][cH:15][cH:16][cH:17]3)[CH2:7][CH:8]([CH2:9][CH2:10]1)[CH2:11]2.[H-:1].[Na+:2].[OH2:30]>>[CH3:3][S:20][C:19](=[N:18][c:13]1[c:12]([CH:6]2[CH:5]3[CH2:10][CH2:9][CH:8]([CH2:7]2)[CH2:11]3)[cH:17][cH:16][cH:15][cH:14]1)[c:21]1[c:22]([CH:27]([F:28])[F:29])[n:23][n:24]([CH3:26])[cH:25]1.